From a dataset of the Open Reaction Database (ORD), a public repository of structured organic reaction records. describe an organic reaction: reactants, conditions, products, and yield Reactants: C(#N)C1=C(C=CC=C1)C1=CC=C(C=C1)C=O (2'-cyanobiphenyl-4-carbaldehyde), Cl.COC([C@@H](N)C(C)C)=O ((L)-valine methyl ester hydrochloride), C(#N)[BH3-].[Na+] (sodium cyanoborohydride). The product is COC([C@@H](NCC1=CC=C(C=C1)C1=C(C=CC=C1)C#N)C(C)C)=O (N-[(2'-cyanobiphenyl-4-yl)methyl]-(L)-valine methyl ester). Reaction SMILES: [C:1]([C:3]1[CH:8]=[CH:7][CH:6]=[CH:5][C:4]=1[C:9]1[CH:14]=[CH:13][C:12]([CH:15]=O)=[CH:11][CH:10]=1)#[N:2].Cl.[CH3:18][O:19][C:20](=[O:26])[C@H:21]([CH:23]([CH3:25])[CH3:24])[NH2:22].C([BH3-])#N.[Na+]>>[CH3:18][O:19][C:20](=[O:26])[C@H:21]([CH:23]([CH3:25])[CH3:24])[NH:22][CH2:15][C:12]1[CH:11]=[CH:10][C:9]([C:4]2[CH:5]=[CH:6][CH:7]=[CH:8][C:3]=2[C:1]#[N:2])=[CH:14][CH:13]=1 |f:1.2,3.4|. Procedure details: The starting material can be obtained, for example, analogously to Example 1b): Reaction of 0.5 g of 2'-cyanobiphenyl-4-carbaldehyde, 2.5 g of molecular sieve 5 A, 0.815 g of (L)-valine methyl ester hydrochloride and 180 mg of sodium cyanoborohydride yields N-[(2'-cyanobiphenyl-4-yl)methyl]-(L)-valine methyl ester after flash chromatography (N3). (TLC: N3) Rf : 0.5. The reactants are S(=O)(=O)(O)O.NC(=N)NC(=N)N (biguanide sulfate), C[O-].[Na+] (sodium methylate), NC(=N)NC(=N)N (biguanide). Solvent: CO (methanol). Product: S(=O)(=O)([O-])[O-].[Na+].[Na+] (sodium sulfate), NC(=N)NC(=N)N (biguanide). As a reaction SMILES: [S:1]([OH:5])([OH:4])(=[O:3])=[O:2].[NH2:6][C:7]([NH:9][C:10]([NH2:12])=[NH:11])=[NH:8].C[O-].[Na+:15].NC(NC(N)=N)=N>CO>[S:1]([O-:5])([O-:4])(=[O:3])=[O:2].[Na+:15].[Na+:15].[NH2:8][C:7]([NH:9][C:10]([NH2:12])=[NH:11])=[NH:6] |f:0.1,2.3,6.7.8|. Procedure details: Biguanide was prepared fresh by refluxing anhydrous biguanide sulfate in a methanol solution of freshly prepared sodium methylate by the method of Slotta et al. (Slotta, K. H., Tschesche, R., Ber. Dtsch. Chem. Ges. 1929, B62, 1390-1398). The biguanide was used in solution as prepared for all of the reactions. Because sodium sulfate formed in the preparation of biguanide did not interfere with subsequent reactions, it was not necessary to separate it from the biguanide. Ethyl malonamate used in t... Reactants: ClC=1C=C(C(=O)OO)C=CC1 (m-Chloroperoxybenzoic acid), N(=[N+]=[N-])C[C@@H]1CN(C(O1)=O)C1=CC(=C(C=C1)SC)F (5-(S)-azidomethyl-3-[4′-methylthio-3′-fluorophenyl]oxazolidine-2-one). Solvent: C(Cl)Cl (DCM). Yields the product N(=[N+]=[N-])C[C@@H]1CN(C(O1)=O)C1=CC(=C(C=C1)S(=O)C)F (5-(S)-Azidomethyl-3-[4′-methylsulfinyl-3′-fluorophenyl]oxazolidine-2-one). Isolated yield 94.7%. RXN SMILES: ClC1C=C(C=CC=1)C(OO)=[O:6].[N:12]([CH2:15][C@H:16]1[O:20][C:19](=[O:21])[N:18]([C:22]2[CH:27]=[CH:26][C:25]([S:28][CH3:29])=[C:24]([F:30])[CH:23]=2)[CH2:17]1)=[N+:13]=[N-:14]>C(Cl)Cl>[N:12]([CH2:15][C@H:16]1[O:20][C:19](=[O:21])[N:18]([C:22]2[CH:27]=[CH:26][C:25]([S:28]([CH3:29])=[O:6])=[C:24]([F:30])[CH:23]=2)[CH2:17]1)=[N+:13]=[N-:14]. Procedure details: m-Chloroperoxybenzoic acid (77%, 0.079 g, 0.354 mmol) was added portionwise with stirring to a solution of 5-(S)-azidomethyl-3-[4′-methylthio-3′-fluorophenyl]oxazolidine-2-one (0.100 g, 0.354 mmol) in DCM (4 ml) at 0° C. The mixture was allowed to warm up to r.t. over 2 h. The mixture was washed with aq. saturated sodium bicarbonate, brine, dried (MgSO4), and evaporated to give product as a white solid (0.100 g, 95%). MS (m/z): [M+H]+=299. Reactants: BrC=1C=C(C=2C=NN(C2C1)C1CCCC1)C(=O)NCC=1C(NC(=CC1C)C)=O (6-bromo-1-cyclopentyl-N-((4,6-dimethyl-2-oxo-1,2-dihydropyridin-3-yl)methyl)-1H-indazole-4-carboxamide), CC1(NC(C=C(C1)B1OC(C(O1)(C)C)(C)C)(C)C)C (2,2,6,6-tetramethyl-4-(4,4,5,5-tetramethyl-1,3,2-dioxaborolan-2-yl)-1,2,3,6-tetrahydropyridine), C(=O)([O-])[O-].[Na+].[Na+] (Na2CO3). The reagents and catalysts are C=1C=CC(=CC1)[P](C=2C=CC=CC2)(C=3C=CC=CC3)[Pd]([P](C=4C=CC=CC4)(C=5C=CC=CC5)C=6C=CC=CC6)([P](C=7C=CC=CC7)(C=8C=CC=CC8)C=9C=CC=CC9)[P](C=1C=CC=CC1)(C=1C=CC=CC1)C=1C=CC=CC1 (Pd(PPh3)4). The solvent is O1CCOCC1 (1,4-dioxane). Conditions: temperature 100 celsius, time 1 hour. Product: C1(CCCC1)N1N=CC=2C(=CC(=CC12)C=1CC(NC(C1)(C)C)(C)C)C(=O)NCC=1C(NC(=CC1C)C)=O (1-cyclopentyl-N-((4,6-dimethyl-2-oxo-1,2-dihydropyridin-3-yl)methyl)-6-(2,2,6,6-tetramethyl-1,2,3,6-tetrahydropyridin-4-yl)-1H-indazole-4-carboxamide). Isolated yield 94.3%. As a reaction SMILES: Br[C:2]1[CH:3]=[C:4]([C:16]([NH:18][CH2:19][C:20]2[C:21](=[O:28])[NH:22][C:23]([CH3:27])=[CH:24][C:25]=2[CH3:26])=[O:17])[C:5]2[CH:6]=[N:7][N:8]([CH:11]3[CH2:15][CH2:14][CH2:13][CH2:12]3)[C:9]=2[CH:10]=1.[CH3:29][C:30]1([CH3:47])[CH2:35][C:34](B2OC(C)(C)C(C)(C)O2)=[CH:33][C:32]([CH3:46])([CH3:45])[NH:31]1.C([O-])([O-])=O.[Na+].[Na+]>O1CCOCC1.C1C=CC([P]([Pd]([P](C2C=CC=CC=2)(C2C=CC=CC=2)C2C=CC=CC=2)([P](C2C=CC=CC=2)(C2C=CC=CC=2)C2C=CC=CC=2)[P](C2C=CC=CC=2)(C2C=CC=CC=2)C2C=CC=CC=2)(C2C=CC=CC=2)C2C=CC=CC=2)=CC=1>[CH:11]1([N:8]2[C:9]3[CH:10]=[C:2]([C:34]4[CH2:33][C:32]([CH3:46])([CH3:45])[NH:31][C:30]([CH3:47])([CH3:29])[CH:35]=4)[CH:3]=[C:4]([C:16]([NH:18][CH2:19][C:20]4[C:21](=[O:28])[NH:22][C:23]([CH3:27])=[CH:24][C:25]=4[CH3:26])=[O:17])[C:5]=3[CH:6]=[N:7]2)[CH2:15][CH2:14][CH2:13][CH2:12]1 |f:2.3.4,^1:63,65,84,103|. Reported procedure: To a stirred solution of 6-bromo-1-cyclopentyl-N-((4,6-dimethyl-2-oxo-1,2-dihydropyridin-3-yl)methyl)-1H-indazole-4-carboxamide (0.5 g, 1.12 mmol), was added 2,2,6,6-tetramethyl-4-(4,4,5,5-tetramethyl-1,3,2-dioxaborolan-2-yl)-1,2,3,6-tetrahydropyridine (0.36 g, 1.35 mmol) and Pd(PPh3)4 (0.066 g, 0.057 mmol) in 1,4-dioxane (10 mL) and the flask purged with argon for 10 min. 2M Na2CO3 solution (0.43 g, 4.06 mmol) was then added and the flask again purged with argon for 10 min. The reaction mixture... RXN SMILES: [N:1]1[CH:6]=[CH:5][CH:4]=[CH:3][C:2]=1[CH2:7][CH2:8][N:9]1[CH2:23][CH2:22][N:12]2[C:13]3[C:18]([NH:19][C:20](=[O:21])[CH:11]2[CH2:10]1)=[CH:17][CH:16]=[CH:15][CH:14]=3.O.Cl.[H][H]>O=[Pt]=O.C(O)C>[NH:1]1[CH2:6][CH2:5][CH2:4][CH2:3][CH:2]1[CH2:7][CH2:8][N:9]1[CH2:23][CH2:22][N:12]2[C:13]3[C:18]([NH:19][C:20](=[O:21])[CH:11]2[CH2:10]1)=[CH:17][CH:16]=[CH:15][CH:14]=3. Reagents/catalysts: O=[Pt]=O (PtO2). Reported procedure: A solution of 2,3,4,4a-tetrahydro-3-[2-(2-pyridinyl)-ethyl]-1H-pyrazino[1,2-a]quinoxalin-5(6H)-one in 120 ml. water and 60 ml. ethanol containing 14 ml. conc. hydrochloric acid, was shaken with 1.2 g. of PtO2 under 45 psi. hydrogen pressure. Solution was filtered, concentrated under vacuum, and residue crystallized once from ethanol and then from methanol. After filtration and drying the dihydrochloride salt of the title compound had a m.p. of 268°-271° C. (dec.); yield: 3.5 g. Solvent: C(C)O (ethanol). The product is N1C(CCCC1)CCN1CC2N(C3=CC=CC=C3NC2=O)CC1 (2,3,4,4a-Tetrahydro-3-[2-(2-Piperidinyl)Ethyl]-1H-Pyrazino[1,2-a]Quinoxalin-5(6H)-One). The reactants are N1=C(C=CC=C1)CCN1CC2N(C3=CC=CC=C3NC2=O)CC1 (2,3,4,4a-tetrahydro-3-[2-(2-pyridinyl)-ethyl]-1H-pyrazino[1,2-a]quinoxalin-5(6H)-one), [H][H] (hydrogen), O (water), Cl (hydrochloric acid). Reactants: O=C([O-])O, CCO, CO, O=C[O-], [Cl-], O=[N+]([O-])c1cc(Cl)cc2c1[nH]c1cncc(F)c12, [NH4+], [Na+], [Na+], [Pt]. The product is Nc1cc(Cl)cc2c1[nH]c1cncc(F)c12. Reaction SMILES: [C:23](=[O:24])([OH:25])[O-:26].[CH3:30][CH2:31][OH:32].[CH3:34][OH:35].[CH:19]([O-:20])=[O:21].[Cl-:29].[Cl:1][c:2]1[cH:3][c:4]2[c:5]3[c:6]([F:18])[cH:7][n:8][cH:9][c:10]3[nH:11][c:12]2[c:13]([N+:15]([O-:16])=[O:17])[cH:14]1.[NH4+:22].[Na+:27].[Na+:28].[Pt:33]>>[Cl:1][c:2]1[cH:3][c:4]2[c:5]3[c:6]([F:18])[cH:7][n:8][cH:9][c:10]3[nH:11][c:12]2[c:13]([NH2:15])[cH:14]1. The reactants are Cl(=O)[O-].[Na+] (sodium chlorite), P([O-])([O-])[O-].[K+].[K+].[K+] (potassium phosphite), CN1N(C(C(=C1C1=CC=CC=C1)C=O)=O)C (1,2-Dimethyl-3-oxo-5-phenyl-2,3-dihydro-1H-pyrazole-4-carbaldehyde), CC(C)=CC (2-methyl-2-butene). The solvent is O (water), O (water), O (water), C(C)(C)(C)O (t-butyl alcohol). Reaction conditions: time 10 hour. Yields the product CN1N(C(C(=C1C1=CC=CC=C1)C(=O)O)=O)C (1,2-dimethyl-3-oxo-5-phenyl-2,3-dihydro-1H-pyrazole-4-carboxylic acid). The yield is 35.0%. Reaction SMILES: [CH3:1][N:2]1[C:6]([C:7]2[CH:12]=[CH:11][CH:10]=[CH:9][CH:8]=2)=[C:5]([CH:13]=[O:14])[C:4](=[O:15])[N:3]1[CH3:16].CC(=CC)C.Cl([O-])=[O:23].[Na+].P([O-])([O-])[O-].[K+].[K+].[K+]>C(O)(C)(C)C.O>[CH3:1][N:2]1[C:6]([C:7]2[CH:12]=[CH:11][CH:10]=[CH:9][CH:8]=2)=[C:5]([C:13]([OH:23])=[O:14])[C:4](=[O:15])[N:3]1[CH3:16] |f:2.3,4.5.6.7|. Procedure: 1,2-Dimethyl-3-oxo-5-phenyl-2,3-dihydro-1H-pyrazole-4-carbaldehyde was dissolved in t-butyl alcohol (23.5 mL) and 2-methyl-2-butene (8.3 mL, 78.5 mmol) was added at 0° C. After adding an aqueous solution of sodium chlorite (80% tech, 0.95 g, 8.7 mmol) in water (10 mL) and a suspension of potassium phosphite monobasic (3.44 g, 25.3 mmol) in water (23.5 mL) to the resulting reaction mixture, the mixture was stirred at room temperature for 10 hours. After adding water to the stirred reaction mixtur...